Dataset: the Open Reaction Database (ORD), a public repository of structured organic reaction records. Task: describe an organic reaction: reactants, conditions, products, and yield Reactants: C[Si](CCOCCl)(C)C (2-(trimethylsilyl)ethoxymethyl chloride), CN1C=NC=2NC(NC(C12)=O)=O (7-methylxanthine), N1C(NC(C=C1)=O)=O (pyrimidine-2,4-dione). The product is C(C1=CC=CC=C1)OCCl (benzyloxymethyl chloride), title compound. Yield: 69.0%. RXN SMILES: CN1[C:10]2[C:9](=O)NC(=O)N[C:5]=2N=C1.N1C=[CH:17][C:16](=O)NC1=O.C[Si](C)(C)[CH2:23][CH2:24][O:25][CH2:26][Cl:27]>>[CH2:24]([O:25][CH2:26][Cl:27])[C:23]1[CH:17]=[CH:16][CH:9]=[CH:10][CH:5]=1. Reported procedure: In a similar manner to the procedures described in Reference Example 3, reactions were carried out using 7-methylxanthine, instead of pyrimidine-2,4-dione, and using 2-(trimethylsilyl)ethoxymethyl chloride, instead of benzyloxymethyl chloride, to give the title compound (yield 69%) as a pale yellow powder. Starting materials: O=C(c1ccc(Nc2ccc(F)cc2F)nc1)c1cc(Br)ccc1Cl, [Cu]I, C#CC(C)(C)N, Cl[Pd]Cl, c1ccc(P(c2ccccc2)c2ccccc2)cc1, c1ccc(P(c2ccccc2)c2ccccc2)cc1. Yields the product CC(C)(N)C#Cc1ccc(Cl)c(C(=O)c2ccc(Nc3ccc(F)cc3F)nc2)c1. RXN SMILES: [Br:1][c:2]1[cH:3][cH:4][c:5]([Cl:25])[c:6]([C:8](=[O:9])[c:10]2[cH:11][n:12][c:13]([NH:16][c:17]3[c:18]([F:24])[cH:19][c:20]([F:23])[cH:21][cH:22]3)[cH:14][cH:15]2)[cH:7]1.[Cu:32][I:33].[NH2:26][C:27]([C:28]#[CH:29])([CH3:30])[CH3:31].[Pd:34]([Cl:35])[Cl:36].[c:37]1([P:38]([c:39]2[cH:40][cH:41][cH:42][cH:43][cH:44]2)[c:45]2[cH:46][cH:47][cH:48][cH:49][cH:50]2)[cH:51][cH:52][cH:53][cH:54][cH:55]1.[c:56]1([P:57]([c:58]2[cH:59][cH:60][cH:61][cH:62][cH:63]2)[c:64]2[cH:65][cH:66][cH:67][cH:68][cH:69]2)[cH:70][cH:71][cH:72][cH:73][cH:74]1>>[c:2]1([C:29]#[C:28][C:27]([NH2:26])([CH3:30])[CH3:31])[cH:3][cH:4][c:5]([Cl:25])[c:6]([C:8](=[O:9])[c:10]2[cH:11][n:12][c:13]([NH:16][c:17]3[c:18]([F:24])[cH:19][c:20]([F:23])[cH:21][cH:22]3)[cH:14][cH:15]2)[cH:7]1. Starting materials: C1CCOC1, [Li]CCCC, CC(C)=CCC1(C)CCC=C(C)C1(C)O, CI. The product is COC1(C)C(C)=CCCC1(C)CC=C(C)C. RXN SMILES: [CH2:23]1[O:24][CH2:25][CH2:26][CH2:27]1.[CH3:16][CH2:17][CH2:18][CH2:19][Li:20].[CH3:1][C:2]1([OH:15])[C:3]([CH3:14])=[CH:4][CH2:5][CH2:6][C:7]1([CH2:8][CH:9]=[C:10]([CH3:11])[CH3:12])[CH3:13].[CH3:21][I:22]>>[CH3:1][C:2]1([O:15][CH3:16])[C:3]([CH3:14])=[CH:4][CH2:5][CH2:6][C:7]1([CH2:8][CH:9]=[C:10]([CH3:11])[CH3:12])[CH3:13]. Starting materials: [Si](C)(C)(C(C)(C)C)OC1=CC=C(C=C1)CC(=O)Cl (2-[4-(tert-butyldimethylsilyloxy)phenyl]acetyl chloride), S1C(=CC=C1C=1C(=NC=C(N1)C1=CC=C(C=C1)O[Si](C)(C)C(C)(C)C)N)C=1SC=CC1 (3-(2,2′-Bithiophen-5-yl)-5-[4-(tert-butyldimethylsilyloxy)phenyl]pyrazin-2-amine), O (water). The reagents and catalysts are CN(C1=CC=NC=C1)C (4-(dimethylamino)pyridine). Solvent: N1=CC=CC=C1 (pyridine). Run at temperature 50 celsius, time 20 hour. The product is S1C(=CC=C1C=1C(=NC=C(N1)C1=CC=C(C=C1)O[Si](C)(C)C(C)(C)C)NC(CC1=CC=C(C=C1)O[Si](C)(C)C(C)(C)C)=O)C=1SC=CC1 (N-[3-(2,2′-Bithiophen-5-yl)-5-{4-(tert-butyldimethylsilyloxy)phenyl}pyrazin-2-yl]-2-[4-(tert-butyldimethylsilyloxy)phenyl]acetamide). As a reaction SMILES: [S:1]1[C:5]([C:6]2[C:7]([NH2:26])=[N:8][CH:9]=[C:10]([C:12]3[CH:17]=[CH:16][C:15]([O:18][Si:19]([C:22]([CH3:25])([CH3:24])[CH3:23])([CH3:21])[CH3:20])=[CH:14][CH:13]=3)[N:11]=2)=[CH:4][CH:3]=[C:2]1[C:27]1[S:28][CH:29]=[CH:30][CH:31]=1.[Si:32]([O:39][C:40]1[CH:45]=[CH:44][C:43]([CH2:46][C:47](Cl)=[O:48])=[CH:42][CH:41]=1)([C:35]([CH3:38])([CH3:37])[CH3:36])([CH3:34])[CH3:33].O>CN(C)C1C=CN=CC=1.N1C=CC=CC=1>[S:1]1[C:5]([C:6]2[C:7]([NH:26][C:47](=[O:48])[CH2:46][C:43]3[CH:42]=[CH:41][C:40]([O:39][Si:32]([C:35]([CH3:37])([CH3:36])[CH3:38])([CH3:33])[CH3:34])=[CH:45][CH:44]=3)=[N:8][CH:9]=[C:10]([C:12]3[CH:17]=[CH:16][C:15]([O:18][Si:19]([C:22]([CH3:25])([CH3:24])[CH3:23])([CH3:21])[CH3:20])=[CH:14][CH:13]=3)[N:11]=2)=[CH:4][CH:3]=[C:2]1[C:27]1[S:28][CH:29]=[CH:30][CH:31]=1. Procedure details: Under an argon atmosphere, to a mixture of 3-(2,2′-bithiophen-5-yl)-5-[4-(tert-butyldimethylsilyloxy)phenyl]pyrazin-2-amine (7m) (350 mg, 752 μmol) and 4-(dimethylamino)pyridine (15.0 mg, 123 μmol) dissolved in anhydrous pyridine (15 mL) was added 2-[4-(tert-butyl dimethylsilyloxy)phenyl]acetyl chloride (10) prepared above at 0° C. and the mixture was heated with stirring at 50° C. for 20 hours. After cooling to room temperature, to this was added water and the product was extracted with ethyl a... Starting materials: CCS(=O)(=O)Cl, COc1ccccc1Oc1c(NS(=O)(=O)c2ccc(C(C)C)cn2)nc(C(F)(F)F)nc1OCCN. The product is CCS(=O)(=O)NCCOc1nc(C(F)(F)F)nc(NS(=O)(=O)c2ccc(C(C)C)cn2)c1Oc1ccccc1OC. RXN SMILES: [CH2:37]([CH3:38])[S:39](=[O:40])(=[O:41])[Cl:42].[CH:1]([CH3:2])([CH3:3])[c:4]1[cH:5][cH:6][c:7]([S:10](=[O:11])(=[O:12])[NH:13][c:14]2[n:15][c:16]([C:33]([F:34])([F:35])[F:36])[n:17][c:18]([O:29][CH2:30][CH2:31][NH2:32])[c:19]2[O:20][c:21]2[c:22]([O:27][CH3:28])[cH:23][cH:24][cH:25][cH:26]2)[n:8][cH:9]1>>[CH:1]([CH3:2])([CH3:3])[c:4]1[cH:5][cH:6][c:7]([S:10](=[O:11])(=[O:12])[NH:13][c:14]2[n:15][c:16]([C:33]([F:34])([F:35])[F:36])[n:17][c:18]([O:29][CH2:30][CH2:31][NH:32][S:39]([CH2:37][CH3:38])(=[O:40])=[O:41])[c:19]2[O:20][c:21]2[c:22]([O:27][CH3:28])[cH:23][cH:24][cH:25][cH:26]2)[n:8][cH:9]1. Product: FC(C(=O)O)(F)F.C(C1=CC=CC=C1)N1[C@@H](CC(CC1)NC(C(F)(F)F)=O)CC1=CC=CC=C1 ((2R,4RS)-N-(1,2-Dibenzyl-4-piperidyl)trifiuoroacetamide trifluoroacetate). Procedure: 5.1 ml (36.8 mmol) of trifluoroacetic anhydride are added to a solution of 6.88 g (24.5 mmol) of (2R,4RS)-1,2-dibenzyl-4-piperidinamine in 20 ml of methylene chloride in an ice-water bath, and stirring is then completed at room temperature for 1 hour. The reaction mixture is evaporated to dryness, resulting in the title compound as pale yellow foam; TLC: methylene chloride/methanol/conc. ammonia (190:9:1), Rf =0.41 (cis) and 0.57 (trans) diastereomer; MS: M+ -91 (benzyl)=285 (14%). Run at time 1 hour. Run in C(Cl)Cl (methylene chloride). Reaction SMILES: [F:1][C:2]([F:13])([F:12])[C:3]([O:5][C:6](=[O:11])[C:7]([F:10])([F:9])[F:8])=[O:4].[CH2:14]([N:21]1[CH2:26][CH2:25][CH:24]([NH2:27])[CH2:23][C@H:22]1[CH2:28][C:29]1[CH:34]=[CH:33][CH:32]=[CH:31][CH:30]=1)[C:15]1[CH:20]=[CH:19][CH:18]=[CH:17][CH:16]=1>C(Cl)Cl>[F:1][C:2]([F:13])([F:12])[C:3]([OH:5])=[O:4].[CH2:14]([N:21]1[CH2:26][CH2:25][CH:24]([NH:27][C:6](=[O:11])[C:7]([F:8])([F:9])[F:10])[CH2:23][C@H:22]1[CH2:28][C:29]1[CH:34]=[CH:33][CH:32]=[CH:31][CH:30]=1)[C:15]1[CH:16]=[CH:17][CH:18]=[CH:19][CH:20]=1 |f:3.4|. Starting materials: FC(C(=O)OC(C(F)(F)F)=O)(F)F (trifluoroacetic anhydride), C(C1=CC=CC=C1)N1[C@@H](CC(CC1)N)CC1=CC=CC=C1 ((2R,4RS)-1,2-dibenzyl-4-piperidinamine). The reactants are O=C=O, C1CCOC1, [Li]CCCC, CC#N, CC#N. Product: N#CCC(=O)C1CCC1. RXN SMILES: [C:12](=[O:13])=[O:14].[CH2:15]1[O:16][CH2:17][CH2:18][CH2:19]1.[CH3:1][CH2:2][CH2:3][CH2:4][Li:5].[CH3:6][C:7]#[N:8].[CH3:9][C:10]#[N:11]>>[CH:1]1([C:12]([CH2:6][C:7]#[N:8])=[O:13])[CH2:2][CH2:3][CH2:4]1.